This data is from the Open Reaction Database (ORD), a public repository of structured organic reaction records. The task is: describe an organic reaction: reactants, conditions, products, and yield The reactants are ClC1=CC2=C(NC(CC(=N2)C2=CC=C(C=C2)N2C(=NC=3C=NC=CC32)C)=S)C=C1Cl (7,8-dichloro-2,3-dihydro-4-[4-(2-methylimidazo[4,5-c]pyrid-1-yl)phenyl]-1H-[1,5]benzodiazepin-2-thione), C(O)CN (ethanolamine), mercuric oxide. Run in C(CCC)O (n-butanol), C1(=CC=CC=C1)C (toluene). Yields the product ClC1=CC2=C(N=C(CC(=N2)C2=CC=C(C=C2)N2C(=NC=3C=NC=CC32)C)NCCO)C=C1Cl (7,8-dichloro-2-[2-hydroxyethylamino]-4-[4-(2-methylimidazo[4,5-c]pyrid-1-yl)phenyl]-3H-[1,5]-benzodiazepine). RXN SMILES: [Cl:1][C:2]1[C:29]([Cl:30])=[CH:28][C:5]2[NH:6][C:7](=S)[CH2:8][C:9]([C:11]3[CH:16]=[CH:15][C:14]([N:17]4[C:25]5[CH:24]=[CH:23][N:22]=[CH:21][C:20]=5[N:19]=[C:18]4[CH3:26])=[CH:13][CH:12]=3)=[N:10][C:4]=2[CH:3]=1.[CH2:31]([CH2:33][NH2:34])[OH:32]>C(O)CCC.C1(C)C=CC=CC=1>[Cl:1][C:2]1[C:29]([Cl:30])=[CH:28][C:5]2[N:6]=[C:7]([NH:34][CH2:33][CH2:31][OH:32])[CH2:8][C:9]([C:11]3[CH:16]=[CH:15][C:14]([N:17]4[C:25]5[CH:24]=[CH:23][N:22]=[CH:21][C:20]=5[N:19]=[C:18]4[CH3:26])=[CH:13][CH:12]=3)=[N:10][C:4]=2[CH:3]=1. Reported procedure: A mixture of 7,8-dichloro-2,3-dihydro-4-[4-(2-methylimidazo[4,5-c]pyrid-1-yl)phenyl]-1H-[1,5]benzodiazepin-2-thione (453 mg, 1.0 mmol), ethanolamine (122 mg, 2.0 mmol) and red mercuric oxide (216 mg, 1.0 mmol) was heated in n-butanol (5 ml) at reflux for 1 hour. The mixture was cooled, diluted with an equal volume of toluene and filtered through Arbocel filter aid. The filtrate was concentrated under reduced pressure, and the residue was purified by flash chromatography, eluting with ethyl aceta...